From a dataset of the Open Reaction Database (ORD), a public repository of structured organic reaction records. describe an organic reaction: reactants, conditions, products, and yield Reaction SMILES: Cl.[CH3:2][C:3]1[C:4]2[CH:12]=[CH:11][CH:10]=[CH:9][C:5]=2[S:6][C:7]=1[NH2:8].N1C=CC=CC=1.Cl[S:20]([C:23]1[CH:31]=[CH:30][C:26]([C:27]([OH:29])=[O:28])=[CH:25][CH:24]=1)(=[O:22])=[O:21]>C1COCC1.CCOC(C)=O>[CH3:2][C:3]1[C:4]2[CH:12]=[CH:11][CH:10]=[CH:9][C:5]=2[S:6][C:7]=1[NH:8][S:20]([C:23]1[CH:24]=[CH:25][C:26]([C:27]([OH:29])=[O:28])=[CH:30][CH:31]=1)(=[O:22])=[O:21] |f:0.1|. Isolated yield 84.6%. Reported procedure: A 12-L 4-neck flask equipped with an overhead mechanical stirrer, N2 inlet/outlet adapter, and thermocouple was charged with THF (3.26 L) and compound 757-A (326 g, 1.6 mol) followed by pyridine (265 mL, 3.3 mol). The reaction mixture was cooled to 5° C. using a ice bath, to which was added a solution of 4-(chlorosulfonyl)benzoic acid (396 g, 1.8 mol) dissolved in THF (2.44 L), drop-wise. The reaction was allowed to stir at ambient temperature for 72 h, diluted with EtOAc (4 L), washed with 1N H... The reactants are N1=CC=CC=C1 (pyridine), ClS(=O)(=O)C1=CC=C(C(=O)O)C=C1 (4-(chlorosulfonyl)benzoic acid), Cl.CC=1C2=C(SC1N)C=CC=C2 (3-Methylbenzo[b]thiophen-2-amine hydrochloride). Run in C1CCOC1 (THF), CCOC(=O)C (EtOAc), C1CCOC1 (THF). Conditions: temperature 5 celsius, time 72 hour. Yields the product CC=1C2=C(SC1NS(=O)(=O)C1=CC=C(C=C1)C(=O)O)C=CC=C2 (N-(3-Methylbenzo[b]thiophen-2-yl)-4-carboxy-benzenesulfonamide). The product is CC(C)(C)OC(=O)NC1CCCCC1Nc1nc(Cl)c2c(c1F)CN(C(=O)OC(C)(C)C)C2=O. The reactants are CC(C)O, CS(C)=O, CCN(C(C)C)C(C)C, CC(C)(C)OC(=O)N1Cc2c(F)c(Cl)nc(Cl)c2C1=O, CC(C)(C)OC(=O)NC1CCCCC1N, O. Reaction SMILES: [CH3:46][CH:47]([OH:48])[CH3:49].[CH3:50][S:51]([CH3:52])=[O:53].[CH:36]([N:37]([CH2:38][CH3:39])[CH:40]([CH3:41])[CH3:42])([CH3:43])[CH3:44].[Cl:1][c:2]1[n:3][c:4]([Cl:20])[c:5]([F:19])[c:6]2[c:7]1[C:8](=[O:18])[N:9]([C:11](=[O:12])[O:13][C:14]([CH3:15])([CH3:16])[CH3:17])[CH2:10]2.[NH2:21][CH:22]1[CH:23]([NH:28][C:29]([O:30][C:31]([CH3:32])([CH3:33])[CH3:34])=[O:35])[CH2:24][CH2:25][CH2:26][CH2:27]1.[OH2:45]>>[Cl:1][c:2]1[n:3][c:4]([NH:21][CH:22]2[CH:23]([NH:28][C:29]([O:30][C:31]([CH3:32])([CH3:33])[CH3:34])=[O:35])[CH2:24][CH2:25][CH2:26][CH2:27]2)[c:5]([F:19])[c:6]2[c:7]1[C:8](=[O:18])[N:9]([C:11](=[O:12])[O:13][C:14]([CH3:15])([CH3:16])[CH3:17])[CH2:10]2. Reactants: BrCC1CC1, CCOC(=O)c1cc2n(n1)CCNC2=O, [H-], [Na+], CN(C)C=O, O. The product is CCOC(=O)c1cc2n(n1)CCN(CC1CC1)C2=O. As a reaction SMILES: [Br:18][CH2:19][CH:20]1[CH2:21][CH2:22]1.[CH2:3]([CH3:4])[O:5][C:6](=[O:7])[c:8]1[n:9][n:10]2[c:11]([cH:17]1)[C:12](=[O:16])[NH:13][CH2:14][CH2:15]2.[H-:1].[Na+:2].[O:23]=[CH:24][N:25]([CH3:26])[CH3:27].[OH2:28]>>[CH2:3]([CH3:4])[O:5][C:6](=[O:7])[c:8]1[n:9][n:10]2[c:11]([cH:17]1)[C:12](=[O:16])[N:13]([CH2:19][CH:20]1[CH2:21][CH2:22]1)[CH2:14][CH2:15]2. Starting materials: CCOCC, CCOC(=O)C1(CCCc2c(Cl)cnc3ccc(OC)cc23)CCN(C(=O)OC(C)(C)C)CC1, C1COCCO1. Product: CCOC(=O)C1(CCCc2c(Cl)cnc3ccc(OC)cc23)CCNCC1. As a reaction SMILES: [CH3:35][CH2:36][O:37][CH2:38][CH3:39].[Cl:1][c:2]1[cH:3][n:4][c:5]2[cH:6][cH:7][c:8]([O:33][CH3:34])[cH:9][c:10]2[c:11]1[CH2:12][CH2:13][CH2:14][C:15]1([C:28](=[O:29])[O:30][CH2:31][CH3:32])[CH2:16][CH2:17][N:18]([C:21]([O:22][C:23]([CH3:24])([CH3:25])[CH3:26])=[O:27])[CH2:19][CH2:20]1.[O:40]1[CH2:41][CH2:42][O:43][CH2:44][CH2:45]1>>[Cl:1][c:2]1[cH:3][n:4][c:5]2[cH:6][cH:7][c:8]([O:33][CH3:34])[cH:9][c:10]2[c:11]1[CH2:12][CH2:13][CH2:14][C:15]1([C:28](=[O:29])[O:30][CH2:31][CH3:32])[CH2:16][CH2:17][NH:18][CH2:19][CH2:20]1. The reactants are CCO, COC(=O)c1ncc(C)n(-c2cccc(C(F)(F)F)c2)c1=O, Cl, [Na+], [OH-]. As a reaction SMILES: [CH3:26][CH2:27][OH:28].[CH3:3][c:4]1[n:5](-[c:15]2[cH:16][c:17]([C:21]([F:22])([F:23])[F:24])[cH:18][cH:19][cH:20]2)[c:6](=[O:14])[c:7]([C:10](=[O:11])[O:12][CH3:13])[n:8][cH:9]1.[ClH:25].[Na+:2].[OH-:1]>>[CH3:3][c:4]1[n:5](-[c:15]2[cH:16][c:17]([C:21]([F:22])([F:23])[F:24])[cH:18][cH:19][cH:20]2)[c:6](=[O:14])[c:7]([C:10](=[O:11])[OH:12])[n:8][cH:9]1. The product is Cc1cnc(C(=O)O)c(=O)n1-c1cccc(C(F)(F)F)c1. Starting materials: IC1=CC=C(C=C1)C (4-iodotoluene), CC=1C=CC(=CC1)S(=O)(=O)N (p-toluenesulfonamide), C(=O)([O-])[O-].[K+].[K+] (K2CO3), CN[C@H]1[C@@H](CCCC1)NC (trans-N,N′-Dimethyl-1,2-cyclohexanediamine), [NH4+].[Cl-] (NH4Cl). Reagents/catalysts: [Cu]I (CuI). The solvent is CN(C=O)C (N,N-dimethylformamide). Reaction conditions: temperature 100 celsius, time 19 hour. Product: CC1=CC=C(C=C1)NS(=O)(=O)C1=CC=C(C=C1)C (N-(4-Methylphenyl)-p-toluenesulfonamide). Yield: 96.0%. RXN SMILES: I[C:2]1[CH:7]=[CH:6][C:5]([CH3:8])=[CH:4][CH:3]=1.[CH3:9][C:10]1[CH:11]=[CH:12][C:13]([S:16]([NH2:19])(=[O:18])=[O:17])=[CH:14][CH:15]=1.C([O-])([O-])=O.[K+].[K+].CN[C@@H]1CCCC[C@H]1NC.[NH4+].[Cl-]>[Cu]I.CN(C)C=O>[CH3:8][C:5]1[CH:6]=[CH:7][C:2]([NH:19][S:16]([C:13]2[CH:14]=[CH:15][C:10]([CH3:9])=[CH:11][CH:12]=2)(=[O:17])=[O:18])=[CH:3][CH:4]=1 |f:2.3.4,6.7|. Procedure details: A 15 mL resealable Schlenk tube was charged with CuI (9.5 mg, 0.0499 mmol, 5.0 mol %), 4-iodotoluene (218 mg, 1.00 mmol), p-toluenesulfonamide (205 mg, 1.20 mmol), K2CO3 (280 mg, 2.03 mmol), evacuated and backfilled with argon. trans-N,N′-Dimethyl-1,2-cyclohexanediamine (16 μL, 0.102 mmol, 10 mol %) and N,N-dimethylformamide (1 mL) were added under argon. The Schlenk tube was sealed with a Teflon valve and the reaction mixture was stirred at 100° C. for 19 h. The resulting pale brown suspension ... Starting materials: COC1=CC=C(C=C1)C(C1=CC=C(C=C1)OC)NC=1C(=C(OC2=C(C(=O)OC)C=CC(=C2)F)C=CC1)[N+](=O)[O-] (methyl 2-(3-(bis(4-methoxyphenyl)methylamino)-2-nitrophenoxy)-4-fluorobenzoate). Reagents/catalysts: [Ni] (Ni). Solvent: CO (methanol). Product: NC1=C(OC2=C(C(=O)OC)C=CC(=C2)F)C=CC=C1NC(C1=CC=C(C=C1)OC)C1=CC=C(C=C1)OC (methyl 2-(2-amino-3-(bis(4-methoxyphenyl)methylamino)phenoxy)-4-fluorobenzoate). As a reaction SMILES: [CH3:1][O:2][C:3]1[CH:8]=[CH:7][C:6]([CH:9]([NH:18][C:19]2[C:20]([N+:37]([O-])=O)=[C:21]([CH:34]=[CH:35][CH:36]=2)[O:22][C:23]2[CH:32]=[C:31]([F:33])[CH:30]=[CH:29][C:24]=2[C:25]([O:27][CH3:28])=[O:26])[C:10]2[CH:15]=[CH:14][C:13]([O:16][CH3:17])=[CH:12][CH:11]=2)=[CH:5][CH:4]=1>CO.[Ni]>[NH2:37][C:20]1[C:19]([NH:18][CH:9]([C:6]2[CH:5]=[CH:4][C:3]([O:2][CH3:1])=[CH:8][CH:7]=2)[C:10]2[CH:15]=[CH:14][C:13]([O:16][CH3:17])=[CH:12][CH:11]=2)=[CH:36][CH:35]=[CH:34][C:21]=1[O:22][C:23]1[CH:32]=[C:31]([F:33])[CH:30]=[CH:29][C:24]=1[C:25]([O:27][CH3:28])=[O:26]. Procedure details: A solution of EXAMPLE 368B (1.1 g) in methanol was hydrogenated over Raney Ni, at 60 psi of H2 at room temperature. The filtered solution was concentrated to give the title compound. Reactants: [BH4-].[Na+] (Sodium borohydride), FC1=C(C=C(C=C1)C=1C(=C(C=C(C1)C)C)C=O)C (4'-fluoro-3,3',5-trimethyl-1,1'-biphenyl-2-carboxaldehyde), [Cl-].[NH4+] (ammonium chloride). Run in C(C)O (ethanol). Reaction conditions: time 1 hour. Product: FC1=C(C=C(C=C1)C1=C(C(=CC(=C1)C)C)CO)C (4'-Fluoro-2-hydroxymethyl-3,3',5-trimethyl-1,1'-biphenyl). As a reaction SMILES: [BH4-].[Na+].[F:3][C:4]1[CH:9]=[CH:8][C:7]([C:10]2[C:11]([CH:18]=[O:19])=[C:12]([CH3:17])[CH:13]=[C:14]([CH3:16])[CH:15]=2)=[CH:6][C:5]=1[CH3:20].[Cl-].[NH4+]>C(O)C>[F:3][C:4]1[CH:9]=[CH:8][C:7]([C:10]2[CH:15]=[C:14]([CH3:16])[CH:13]=[C:12]([CH3:17])[C:11]=2[CH2:18][OH:19])=[CH:6][C:5]=1[CH3:20] |f:0.1,3.4|. Reported procedure: Sodium borohydride (0.45 g, 12 mmoles) was added to a stirred suspension of 4'-fluoro-3,3',5-trimethyl-1,1'-biphenyl-2-carboxaldehyde (2.9 g, 12 mmoles) in ethanol (20 ml) which was cooled in an ice-water bath. After 5 minutes the cooling bath was removed and the reaction mixture was stirred at ambient temperature for one hour. The solution was cooled to 0° C. and excess ammonium chloride (2.67 g, 50 mmoles) was added and the mixture was partitioned between ether (150 ml) and water (50 ml). The ...